This data is from the Open Reaction Database (ORD), a public repository of structured organic reaction records. The task is: describe an organic reaction: reactants, conditions, products, and yield Starting materials: CC(CC(=O)OCC)(CC=O)C (ethyl 3,3-dimethyl-5-oxopentanoate), [OH-].[K+] (potassium hydroxide), Cl (hydrochloric acid). Run in CO (methanol), O (water), O (water). Reaction conditions: time 2 hour. The product is CC(CC(=O)O)(CC=O)C (3,3-dimethyl-5-oxopentanoic acid). The yield is 83.6%. RXN SMILES: [CH3:1][C:2]([CH3:12])([CH2:9][CH:10]=[O:11])[CH2:3][C:4]([O:6]CC)=[O:5].[OH-].[K+].Cl>CO.O>[CH3:1][C:2]([CH3:12])([CH2:9][CH:10]=[O:11])[CH2:3][C:4]([OH:6])=[O:5] |f:1.2|. Procedure details: To a solution of 1.50 g (8.71 mmol) of ethyl 3,3-dimethyl-5-oxopentanoate in 50 mL of methanol and 1 mL of water was added 1.0 g (17.8 mmol) of potassium hydroxide. The reaction mixture was stirred at room temperature for 411/2 hours. The reaction mixture was diluted with water and then made acidic by the addition of aqueous hydrochloric acid. The resulting solution was extracted with methylene chloride repeatedly. The combined organic layer was washed with an aqueous solution of sodium chloride... Reactants: C=CCOc1cc(N2C(=O)c3ccccc3C2=O)n[nH]1, CCO, NN. Yields the product C=CCOc1cc(N)n[nH]1. As a reaction SMILES: [CH2:1]([CH:2]=[CH2:3])[O:4][c:5]1[cH:6][c:7]([N:10]2[C:11](=[O:12])[c:13]3[c:14]([cH:15][cH:16][cH:17][cH:18]3)[C:19]2=[O:20])[n:8][nH:9]1.[CH3:23][CH2:24][OH:25].[NH2:21][NH2:22]>>[CH2:1]([CH:2]=[CH2:3])[O:4][c:5]1[cH:6][c:7]([NH2:10])[n:8][nH:9]1. Reactants: C(C)(C)(C)OC(=O)N1C(CCCC1)CCOC1=C(C(NC2=CC(=C(C=C12)CCC(N1CCCC1)=O)Cl)=O)C1=CC(=CC(=C1)C)C (2-{2-[7-chloro-3-(3,5-dimethylphenyl)-2-oxo-6-(3-oxo-3-pyrrolidin-1-yl-propyl)-1,2-dihydroquinolin-4-yloxy]-ethyl}-piperidine-1-carboxylic acid tert-butyl ester), FC(C(=O)O)(F)F (trifluoroacetic acid). The reagents and catalysts are C1(=CC=CC=C1)OC (anisole). Product: ClC1=C(C=C2C(=C(C(NC2=C1)=O)C1=CC(=CC(=C1)C)C)OCCC1NCCCC1)CCC(N1CCCC1)=O (7-chloro-3-(3,5-dimethylphenyl)-6-(3-oxo-3-pyrrolidin-1-yl-propyl)-4-(2-piperidin-2-yl-ethoxy)-1H-quinolin-2-one). Yield: 92.3%. Reaction SMILES: C(OC([N:8]1[CH2:13][CH2:12][CH2:11][CH2:10][CH:9]1[CH2:14][CH2:15][O:16][C:17]1[C:26]2[C:21](=[CH:22][C:23]([Cl:36])=[C:24]([CH2:27][CH2:28][C:29](=[O:35])[N:30]3[CH2:34][CH2:33][CH2:32][CH2:31]3)[CH:25]=2)[NH:20][C:19](=[O:37])[C:18]=1[C:38]1[CH:43]=[C:42]([CH3:44])[CH:41]=[C:40]([CH3:45])[CH:39]=1)=O)(C)(C)C.FC(F)(F)C(O)=O>C1(OC)C=CC=CC=1>[Cl:36][C:23]1[CH:22]=[C:21]2[C:26]([C:17]([O:16][CH2:15][CH2:14][CH:9]3[CH2:10][CH2:11][CH2:12][CH2:13][NH:8]3)=[C:18]([C:38]3[CH:39]=[C:40]([CH3:45])[CH:41]=[C:42]([CH3:44])[CH:43]=3)[C:19](=[O:37])[NH:20]2)=[CH:25][C:24]=1[CH2:27][CH2:28][C:29](=[O:35])[N:30]1[CH2:34][CH2:33][CH2:32][CH2:31]1. Reported procedure: To a solution of 2-{2-[7-chloro-3-(3,5-dimethylphenyl)-2-oxo-6-(3-oxo-3-pyrrolidin-1-yl-propyl)-1,2-dihydroquinolin-4-yloxy]-ethyl}-piperidine-1-carboxylic acid tert-butyl ester (9.0 mg in 2.0 dry methylene chloride) was added a few drops of anisole followed by 1.0 mL of trifluoroacetic acid and the mixture stirred at room temperature. After 30 minutes the solvents were removed in vacuo and the resulting residue purified by flash chromatography on silica gel (methylene chloride:10% ammonium hydr... Procedure details: The title compound was prepared from (2S)-3-[4-(3-bromo-propoxy)-phenyl]-2-methoxy-propionic acid ethyl ester (Example 284, Step 2) and 3-fluoro-phenol via the same procedure used for the preparation of (2S)-2-methoxy-3-[4-(3-phenoxy-propoxy)-phenyl]-propionic acid (Example 285, Step 1), to produce a colorless oil. MS (ES) for C19H21FO5 [M+Na]+: 371.4. Reactants: C(C)OC([C@H](CC1=CC=C(C=C1)OCCCBr)OC)=O ((2S)-3-[4-(3-bromo-propoxy)-phenyl]-2-methoxy-propionic acid ethyl ester), FC=1C=C(C=CC1)O (3-fluoro-phenol), CO[C@H](C(=O)O)CC1=CC=C(C=C1)OCCCOC1=CC=CC=C1 ((2S)-2-methoxy-3-[4-(3-phenoxy-propoxy)-phenyl]-propionic acid). Product: FC=1C=C(OCCCOC2=CC=C(C=C2)C[C@@H](C(=O)O)OC)C=CC1 ((2S)-3-{4-[3-(3-fluoro-phenoxy)-propoxy]-phenyl}-2-methoxy-propionic acid). RXN SMILES: C([O:3][C:4](=[O:20])[C@@H:5]([O:18][CH3:19])[CH2:6][C:7]1[CH:12]=[CH:11][C:10]([O:13][CH2:14][CH2:15][CH2:16]Br)=[CH:9][CH:8]=1)C.[F:21][C:22]1[CH:23]=[C:24]([OH:28])[CH:25]=[CH:26][CH:27]=1.CO[C@@H](CC1C=CC(OCCCOC2C=CC=CC=2)=CC=1)C(O)=O>>[F:21][C:22]1[CH:23]=[C:24]([CH:25]=[CH:26][CH:27]=1)[O:28][CH2:16][CH2:15][CH2:14][O:13][C:10]1[CH:9]=[CH:8][C:7]([CH2:6][C@H:5]([O:18][CH3:19])[C:4]([OH:3])=[O:20])=[CH:12][CH:11]=1. Product: COC(=O)c1c(Cl)cccc1S(=O)(=O)N=C=O. As a reaction SMILES: [Cl:1][c:2]1[cH:3][cH:4][cH:5][c:6]([S:12](=[O:13])(=[O:14])[NH2:15])[c:7]1[C:8](=[O:9])[O:10][CH3:11].[Cl:22][C:23]([Cl:24])=[O:25].[Cl:26][CH2:27][CH2:28][Cl:29].[cH:16]1[cH:17][cH:18][n:19][cH:20][cH:21]1>>[Cl:1][c:2]1[cH:3][cH:4][cH:5][c:6]([S:12](=[O:13])(=[O:14])[N:15]=[C:23]=[O:25])[c:7]1[C:8](=[O:9])[O:10][CH3:11]. Starting materials: COC(=O)c1c(Cl)cccc1S(N)(=O)=O, O=C(Cl)Cl, ClCCCl, c1ccncc1.